This data is from the Open Reaction Database (ORD), a public repository of structured organic reaction records. The task is: describe an organic reaction: reactants, conditions, products, and yield Starting materials: CCOC(C)=O, CCO, Cl, O=[N+]([O-])c1cccc(COc2ccc(-c3cc(F)c(F)cc3F)cc2)c1. Yields the product Cl, Nc1cccc(COc2ccc(-c3cc(F)c(F)cc3F)cc2)c1. As a reaction SMILES: [CH3:28][CH2:29][O:30][C:31]([CH3:32])=[O:33].[CH3:34][CH2:35][OH:36].[ClH:27].[F:1][c:2]1[c:3](-[c:10]2[cH:11][cH:12][c:13]([O:16][CH2:17][c:18]3[cH:19][c:20]([N+:24]([O-:25])=[O:26])[cH:21][cH:22][cH:23]3)[cH:14][cH:15]2)[cH:4][c:5]([F:9])[c:6]([F:8])[cH:7]1>>[ClH:27].[F:1][c:2]1[c:3](-[c:10]2[cH:11][cH:12][c:13]([O:16][CH2:17][c:18]3[cH:19][c:20]([NH2:24])[cH:21][cH:22][cH:23]3)[cH:14][cH:15]2)[cH:4][c:5]([F:9])[c:6]([F:8])[cH:7]1.